This data is from the Open Reaction Database (ORD), a public repository of structured organic reaction records. The task is: describe an organic reaction: reactants, conditions, products, and yield Reactants: COC(=O)c1ccc(OC2CCOC2)c(OC)c1, [Na+], C1COCCO1, [OH-]. Yields the product COc1cc(C(=O)O)ccc1OC1CCOC1. Reaction SMILES: [CH3:1][O:2][c:3]1[cH:4][c:5]([C:6](=[O:7])[O:8][CH3:9])[cH:10][cH:11][c:12]1[O:13][CH:14]1[CH2:15][O:16][CH2:17][CH2:18]1.[Na+:20].[O:21]1[CH2:22][CH2:23][O:24][CH2:25][CH2:26]1.[OH-:19]>>[CH3:1][O:2][c:3]1[cH:4][c:5]([C:6](=[O:7])[OH:8])[cH:10][cH:11][c:12]1[O:13][CH:14]1[CH2:15][O:16][CH2:17][CH2:18]1. The reactants are NC=1C=C(C=CC1)S(=O)(=O)NCCO (3-amino-N-(2-hydroxyethyl)-benzenesulphonamide), O.S(O)(O)(=O)=O (sulphuric acid monohydrate). The solvent is ice water. Run at time 1 hour. Yields the product NC=1C=C(C=CC1)S(=O)(=O)NCCOS(O)(=O)=O (sulphuric acid mono-N-(3-amino-phenylsulphonyl)-2-aminoethyl ester). RXN SMILES: [NH2:1][C:2]1[CH:3]=[C:4]([S:8]([NH:11][CH2:12][CH2:13][OH:14])(=[O:10])=[O:9])[CH:5]=[CH:6][CH:7]=1.O.[S:16](=O)(=[O:19])([OH:18])[OH:17]>>[NH2:1][C:2]1[CH:3]=[C:4]([S:8]([NH:11][CH2:12][CH2:13][O:14][S:16](=[O:18])(=[O:17])[OH:19])(=[O:10])=[O:9])[CH:5]=[CH:6][CH:7]=1 |f:1.2|. Reported procedure: 216 g of 3-amino-N-(2-hydroxyethyl)-benzenesulphonamide are stirred into 0.4 liter of sulphuric acid monohydrate at 0°-5° C., whilst cooling. The mixture is subsequently stirred, first at 0°-5° C. for 1 hour and then at 15°-20° C. for 3 hours. The solution is then discharged onto about 2.5 liters of ice-water, the temperature being kept below 5° C. The resulting precipitate is allowed to settle, the sulphuric acid solution is largely distilled off, the reaction product is filled up to a volume o... Reactants: C(#C)[C@]1([C@]2(C)[C@@H](CC1)[C@@H]1CCC3=CC(CC[C@]3(C)C1=CC2)=O)O (17α-Ethynyl-17β-hydroxyandrosta-4,9(11)-dien-3-one), [Al] (aluminum), III, CC(C)([O-])C.[K+] (potassium t-butoxide). Reaction conditions: time 48 hour. Yields the product C(#C)[C@@]1([C@]2(C)[C@@H](CC1)[C@@H]1CCC3=CC(CC[C@]3(C)C1=CC2)=O)O (17β-Ethynyl-17α-hydroxyandrosta-4,9(11)-dien-3-one). RXN SMILES: [C:1]([C@:3]1([OH:23])[CH2:8][CH2:7][C@H:6]2[C@H:9]3[C:19](=[CH:20][CH2:21][C@:4]12[CH3:5])[C@:17]1([CH3:18])[C:12](=[CH:13][C:14](=[O:22])[CH2:15][CH2:16]1)[CH2:11][CH2:10]3)#[CH:2].CC(C)([O-])C.[K+].[Al]>>[C:1]([C@@:3]1([OH:23])[CH2:8][CH2:7][C@H:6]2[C@H:9]3[C:19](=[CH:20][CH2:21][C@:4]12[CH3:5])[C@:17]1([CH3:18])[C:12](=[CH:13][C:14](=[O:22])[CH2:15][CH2:16]1)[CH2:11][CH2:10]3)#[CH:2] |f:1.2|. Reported procedure: 17α-Ethynyl-17β-hydroxyandrosta-4,9(11)-dien-3-one (III A, (.S. Pat. No. 3,441,559, 0.3 g) and potassium t-butoxide (0.119 g) are combined in a vial which is then sealed with a septum and aluminum cap. The vial air-space is evacuated under reduced pressure, ethylene diamine (5 ml) is then added by a syringe followed by acetylene gas purge into the vapor space. The mixture is stirred at 20°-25° for 48 hours at which time TLC (ethyl acetate/hexane:50/50) indicates the title compound is obtained. Reactants: C(#N)C=1SC2=C(N1)C=CC(=C2C#N)/N=C/N(C)C ((E)-N′-(2,7-dicyanobenzo[d]thiazol-6-yl)-N,N-dimethylformimidamide), O1CCC2=C1C=CC(=C2)N (2,3-dihydro-1-benzofuran-5-amine), [K+].[Br-] (KBr). Run in CCOC(=O)C (EtOAc). Product: O1CCC2=C1C=CC(=C2)NC2=NC=NC1=CC=C3C(=C21)SC(=N3)C#N (9-(2,3-Dihydrobenzofuran-5-ylamino)thiazolo[5,4-f]quinazoline-2-carbonitrile). Isolated yield 95.0%. Reaction SMILES: [C:1]([C:3]1[S:4][C:5]2[C:11]([C:12]#[N:13])=[C:10](/[N:14]=[CH:15]/[N:16](C)C)[CH:9]=[CH:8][C:6]=2[N:7]=1)#[N:2].[O:19]1[C:23]2[CH:24]=[CH:25][C:26](N)=[CH:27][C:22]=2[CH2:21][CH2:20]1.[K+].[Br-]>CCOC(C)=O>[O:19]1[C:23]2[CH:24]=[CH:25][C:26]([NH:13][C:12]3[C:11]4[C:10](=[CH:9][CH:8]=[C:6]5[N:7]=[C:3]([C:1]#[N:2])[S:4][C:5]5=4)[N:14]=[CH:15][N:16]=3)=[CH:27][C:22]=2[CH2:21][CH2:20]1 |f:2.3|. Procedure details: Prepared from VII and 2,3-dihydro-1-benzofuran-5-amine. Flash chromatography eluent (EtOAc). Yield: 95%; yellow solid; mp 216° C.; IR (KBr) νmax/cm−1 2894, 2853, 2228, 1643, 1609, 1579, 1484, 1467, 1376, 1353, 1306, 1269, 1219, 1192, 1164, 1123, 978, 941, 881, 814; 1H NMR (300 MHz, DMSO-d6) δ 8.49 (d, 1H, J=8.7 Hz), 8.10 (s, 1H), 7.75 (d, 1H, J=8.7 Hz), 7.22 (m, 1H), 7.04 (s, 1H), 6.78 (m, 1H), 4.53 (t, 2H, J=8.7 Hz), 3.20 (t, 1H, J=8.7 Hz); HRMS calcd for C18H12N5OS (M+H+): 346.0763, found 346....